This data is from the Open Reaction Database (ORD), a public repository of structured organic reaction records. The task is: describe an organic reaction: reactants, conditions, products, and yield Starting materials: ClC=1C(=NC=CN1)CNC(=O)N1CC=2N(CC1)C(=NN2)C(F)(F)F (N-((3-chloropyrazin-2-yl)methyl)-3-(trifluoromethyl)-5,6-dihydro-[1,2,4]triazolo[4,3-a]pyrazine-7(8H)-carboxamide), N1=CC=CC=C1 (pyridine), P(=O)(Cl)(Cl)Cl (phosphoryl trichloride). The solvent is C(C)#N (Acetonitrile). Run at time 8 hour. Yields the product ClC=1C=2N(C=CN1)C(=NC2)N2CC=1N(CC2)C(=NN1)C(F)(F)F (7-(8-chloroimidazo[1,5-a]pyrazin-3-yl)-3-(trifluoromethyl)-5,6,7,8-tetrahydro-[1,2,4]triazolo[4,3-a]pyrazine). Isolated yield 46.2%. RXN SMILES: [Cl:1][C:2]1[C:3]([CH2:8][NH:9][C:10]([N:12]2[CH2:17][CH2:16][N:15]3[C:18]([C:21]([F:24])([F:23])[F:22])=[N:19][N:20]=[C:14]3[CH2:13]2)=O)=[N:4][CH:5]=[CH:6][N:7]=1.N1C=CC=CC=1.P(Cl)(Cl)(Cl)=O>C(#N)C>[Cl:1][C:2]1[C:3]2[N:4]([C:10]([N:12]3[CH2:17][CH2:16][N:15]4[C:18]([C:21]([F:24])([F:23])[F:22])=[N:19][N:20]=[C:14]4[CH2:13]3)=[N:9][CH:8]=2)[CH:5]=[CH:6][N:7]=1. Reported procedure: To a stirred solution of N-((3-chloropyrazin-2-yl)methyl)-3-(trifluoromethyl)-5,6-dihydro-[1,2,4]triazolo[4,3-a]pyrazine-7(8H)-carboxamide (1.25 g, 3.46 mmol) in Acetonitrile (10 ml) was added pyridine (2.73 g, 34.6 mmol) and finally phosphoryl trichloride (2.65 g, 17.28 mmol). The resulting reaction mixture was then stirred at room temperature for 15 hours overnight. The reaction was quenched by slowly addition of NaHCO3 and extracted with ethyl acetate (3×). The organic layer was dried by MgSO... Product: O=C(O)CCCCCCNC(=O)C(CS)Cc1ccccc1. Reactants: CC(=O)SCC(Cc1ccccc1)C(=O)NCCCCCCC(=O)O, CO, Cl, [Na+], [OH-], O, [Zn]. As a reaction SMILES: [C:1](=[O:2])([CH3:3])[S:4][CH2:5][CH:6]([C:7](=[O:8])[NH:9][CH2:10][CH2:11][CH2:12][CH2:13][CH2:14][CH2:15][C:16](=[O:17])[OH:18])[CH2:19][c:20]1[cH:21][cH:22][cH:23][cH:24][cH:25]1.[CH3:30][OH:31].[ClH:29].[Na+:27].[OH-:26].[OH2:28].[Zn:32]>>[SH:4][CH2:5][CH:6]([C:7](=[O:8])[NH:9][CH2:10][CH2:11][CH2:12][CH2:13][CH2:14][CH2:15][C:16](=[O:17])[OH:18])[CH2:19][c:20]1[cH:21][cH:22][cH:23][cH:24][cH:25]1. Reactants: C(C)(C)(C)OC(=O)NC(Br)P(OCC1=CC=CC=C1)(=O)C(NC(=O)OC(C)(C)C)Br (Benzyl bis(N-tert-butoxycarbonylamino(bromo)methyl)phosphinate), C1(=CC=CC=C1)[Mg]Cl (phenylmagnesium chloride). Procedure details: In analogy to Example 11, the benzyl phosphinate 12 is prepared from the bis-substituted benzyl bromophosphinate 8 and a 2.0N phenylmagnesium chloride solution in a yield of 32%. Isolated yield 32.0%. As a reaction SMILES: [C:1]([O:5][C:6]([NH:8][CH:9]([P:11]([CH:21](Br)[NH:22][C:23]([O:25][C:26]([CH3:29])([CH3:28])[CH3:27])=[O:24])(=[O:20])[O:12][CH2:13][C:14]1[CH:19]=[CH:18][CH:17]=[CH:16][CH:15]=1)Br)=[O:7])([CH3:4])([CH3:3])[CH3:2].[C:31]1([Mg]Cl)[CH:36]=[CH:35][CH:34]=[CH:33][CH:32]=1>>[C:1]([O:5][C:6]([NH:8][CH:9]([P:11]([CH:21]([C:14]1[CH:19]=[CH:18][CH:17]=[CH:16][CH:15]=1)[NH:22][C:23]([O:25][C:26]([CH3:29])([CH3:28])[CH3:27])=[O:24])(=[O:20])[O:12][CH2:13][C:14]1[CH:19]=[CH:18][CH:17]=[CH:16][CH:15]=1)[C:31]1[CH:36]=[CH:35][CH:34]=[CH:33][CH:32]=1)=[O:7])([CH3:4])([CH3:3])[CH3:2]. Yields the product C(C)(C)(C)OC(=O)NC(C1=CC=CC=C1)P(OCC1=CC=CC=C1)(=O)C(NC(=O)OC(C)(C)C)C1=CC=CC=C1 (Benzyl bis(N-tert-butoxycarbonylamino(phenyl)methyl)phosphinate). Starting materials: O=C1c2ccccc2C(=O)N1CS(=O)(=O)O, ClP(Cl)(Cl)(Cl)Cl, [K], [Na], c1ccccc1. Yields the product O=C1c2ccccc2C(=O)N1CS(=O)(=O)Cl. As a reaction SMILES: [C:3]1(=[O:18])[c:4]2[c:5]([cH:14][cH:15][cH:16][cH:17]2)[C:6](=[O:13])[N:7]1[CH2:8][S:9](=[O:10])(=[O:11])[OH:12].[Cl:19][P:20]([Cl:21])([Cl:22])([Cl:23])[Cl:24].[K:2].[Na:1].[cH:25]1[cH:26][cH:27][cH:28][cH:29][cH:30]1>>[C:3]1(=[O:18])[c:4]2[c:5]([cH:14][cH:15][cH:16][cH:17]2)[C:6](=[O:13])[N:7]1[CH2:8][S:9](=[O:10])(=[O:11])[Cl:19]. The reactants are NC1C(N(CCC1)C(=O)OC(C)(C)C)C1=CC=CC=C1 (3-Amino-1-tert-butoxycarbonyl-2-phenylpiperidine), COC1=C(C=O)C=C(C=C1)C(C(F)(F)F)(F)F (2-Methoxy-5-(1,1,2,2,2-pentafluoroethyl)benzaldehyde), C(C)(C)(C)OC(=O)N1[C@H]([C@H](CCC1)NCC1=C(C=CC(=C1)C(C)(F)F)OC(F)(F)F)C1=CC=CC=C1 ((2S,3S)-1-tert-Butoxycarbonyl-3-(5-(1,1-difluoroethyl)-2-(trifluoromethoxy)benzyl)amino-2-phenylpiperidine). The product is C(C)(C)(C)OC(=O)N1[C@H]([C@H](CCC1)NCC1=C(C=CC(=C1)C(C(F)(F)F)(F)F)OC)C1=CC=CC=C1 ((2S,3S)-1-tert-Butoxycarbonyl-3-(2-Methoxy-5-(1,1,2,2,2-pentafluoroethyl)benzyl)amino2-phenylpiperidine). As a reaction SMILES: [NH2:1][CH:2]1[CH2:7][CH2:6][CH2:5][N:4]([C:8]([O:10][C:11]([CH3:14])([CH3:13])[CH3:12])=[O:9])[CH:3]1[C:15]1[CH:20]=[CH:19][CH:18]=[CH:17][CH:16]=1.[CH3:21][O:22][C:23]1[CH:30]=[CH:29][C:28]([C:31]([F:37])([F:36])[C:32]([F:35])([F:34])[F:33])=[CH:27][C:24]=1[CH:25]=O.C(OC(N1CCC[C@H](NCC2C=C(C(F)(F)C)C=CC=2OC(F)(F)F)[C@@H]1C1C=CC=CC=1)=O)(C)(C)C>>[C:11]([O:10][C:8]([N:4]1[CH2:5][CH2:6][CH2:7][C@H:2]([NH:1][CH2:25][C:24]2[CH:27]=[C:28]([C:31]([F:36])([F:37])[C:32]([F:33])([F:34])[F:35])[CH:29]=[CH:30][C:23]=2[O:22][CH3:21])[C@@H:3]1[C:15]1[CH:16]=[CH:17][CH:18]=[CH:19][CH:20]=1)=[O:9])([CH3:14])([CH3:13])[CH3:12]. Reported procedure: This Compound was prepared from Compound 12 and Compound 40 in the same manner of Compound 26. This was employed in the next step without further purification. Solvent: CCO (EtOH), C(C)O (ethanol), C(C)(=O)O (acetic acid). As a reaction SMILES: [Br:1][C:2]1[CH:11]=[C:10]([N+:12]([O-])=O)[C:5]([NH:6][CH:7]2[CH2:9][CH2:8]2)=[C:4]([O:15][CH3:16])[CH:3]=1>C(O)C.C(O)(=O)C.[Fe]>[Br:1][C:2]1[CH:11]=[C:10]([NH2:12])[C:5]([NH:6][CH:7]2[CH2:9][CH2:8]2)=[C:4]([O:15][CH3:16])[CH:3]=1. Starting materials: BrC1=CC(=C(NC2CC2)C(=C1)[N+](=O)[O-])OC (4-bromo-N-cyclopropyl-2-methoxy-6-nitroaniline). Procedure: 4-bromo-N-cyclopropyl-2-methoxy-6-nitroaniline (1.05 g, 3.66 mmol) and iron powder (1.43 g, 25.6 mmol) were suspended in ethanol (19 mL) and acetic acid (9.5 mL). The stirred mixture was heated to 60° C. for 1 h and was diluted with EtOH (20 mL EtOH). Celite (15 g) was added and the mixture was filtered through a pad of Celite with EtOH. The filtrated was concentrated in vacuo. The crude residue was taken up in and concentrated once from 30 mL EtOH to afford crude 4-bromo-N1-cyclopropyl-6-methox... Product: BrC=1C=C(C(=C(C1)OC)NC1CC1)N (4-bromo-N1-cyclopropyl-6-methoxybenzene-1,2-diamine). Run at temperature 60 celsius. Reagents/catalysts: [Fe] (iron). Reactants: CCCC[O-], Cc1ccccc1, O=c1ccn2nc(Cl)ccc2c1-c1c(F)cccc1F, Nc1ccc(F)cc1F, [Fe+2], [Na+], c1ccc(P(c2ccccc2)[c-]2cccc2)cc1, c1ccc(P(c2ccccc2)[c-]2cccc2)cc1. Product: O=c1ccn2nc(Nc3ccc(F)cc3F)ccc2c1-c1c(F)cccc1F. RXN SMILES: [CH3:21][CH2:22][CH2:23][CH2:24][O-:25].[CH3:36][c:37]1[cH:38][cH:39][cH:40][cH:41][cH:42]1.[Cl:1][c:2]1[cH:3][cH:4][c:5]2[n:6]([n:7]1)[cH:8][cH:9][c:10](=[O:20])[c:11]2-[c:12]1[c:13]([F:19])[cH:14][cH:15][cH:16][c:17]1[F:18].[F:27][c:28]1[c:29]([NH2:30])[cH:31][cH:32][c:33]([F:35])[cH:34]1.[Fe+2:79].[Na+:26].[cH:43]1[cH:44][cH:45][c:46]([P:47]([c:48]2[cH:49][cH:50][cH:51][cH:52][cH:53]2)[c-:54]2[cH:55][cH:56][cH:57][cH:58]2)[cH:59][cH:60]1.[cH:61]1[cH:62][cH:63][c:64]([P:65]([c:66]2[cH:67][cH:68][cH:69][cH:70][cH:71]2)[c-:72]2[cH:73][cH:74][cH:75][cH:76]2)[cH:77][cH:78]1>>[c:2]1([NH:30][c:29]2[c:28]([F:27])[cH:34][c:33]([F:35])[cH:32][cH:31]2)[cH:3][cH:4][c:5]2[n:6]([n:7]1)[cH:8][cH:9][c:10](=[O:20])[c:11]2-[c:12]1[c:13]([F:19])[cH:14][cH:15][cH:16][c:17]1[F:18].